From a dataset of the Open Reaction Database (ORD), a public repository of structured organic reaction records. describe an organic reaction: reactants, conditions, products, and yield Starting materials: COc1cc(C(=O)N2CCC(CCS(C)(=O)=O)(c3ccc4c(c3)OCO4)C2)cc(OC)c1OC, CC#N, CCN(C(C)C)C(C)C, O=C(c1nc2ccccc2n1Cc1ccc(F)cc1)C1CCNCC1. The product is COc1cc(C(=O)N2CCC(CCN3CCC(C(=O)c4nc5ccccc5n4Cc4ccc(F)cc4)CC3)(c3ccc4c(c3)OCO4)C2)cc(OC)c1OC. As a reaction SMILES: [CH3:1][O:2][c:3]1[cH:4][c:5]([C:6](=[O:7])[N:8]2[CH2:9][C:10]([CH2:13][CH2:14][S:15]([CH3:16])(=[O:17])=[O:18])([c:19]3[cH:20][c:21]4[c:22]([cH:26][cH:27]3)[O:23][CH2:24][O:25]4)[CH2:11][CH2:12]2)[cH:28][c:29]([O:33][CH3:34])[c:30]1[O:31][CH3:32].[CH3:69][C:70]#[N:71].[CH:35]([N:36]([CH:37]([CH3:38])[CH3:39])[CH2:40][CH3:41])([CH3:42])[CH3:43].[F:44][c:45]1[cH:46][cH:47][c:48]([CH2:49][n:50]2[c:51]([C:59](=[O:60])[CH:61]3[CH2:62][CH2:63][NH:64][CH2:65][CH2:66]3)[n:52][c:53]3[c:54]2[cH:55][cH:56][cH:57][cH:58]3)[cH:67][cH:68]1>>[CH3:1][O:2][c:3]1[cH:4][c:5]([C:6](=[O:7])[N:8]2[CH2:9][C:10]([CH2:13][CH2:14][N:64]3[CH2:63][CH2:62][CH:61]([C:59]([c:51]4[n:50]([CH2:49][c:48]5[cH:47][cH:46][c:45]([F:44])[cH:68][cH:67]5)[c:54]5[c:53]([n:52]4)[cH:58][cH:57][cH:56][cH:55]5)=[O:60])[CH2:66][CH2:65]3)([c:19]3[cH:20][c:21]4[c:22]([cH:26][cH:27]3)[O:23][CH2:24][O:25]4)[CH2:11][CH2:12]2)[cH:28][c:29]([O:33][CH3:34])[c:30]1[O:31][CH3:32]. The reactants are ClC1=NC=C(C(=N1)N[C@H]1[C@H]([C@@H]2C=C[C@H]1C2)C(=O)N)Cl ((1S,2S,3R,4R)-3-(2,5-Dichloro-pyrimidin-4-ylamino)-bicyclo[2.2.1]hept-5-ene-2-carboxylic acid amide), NC1=CC2=C(CCN(CC2)CCO)C=C1OC (2-(7-Amino-8-methoxy-1,2,4,5-tetrahydro-3-benzazepin-3-yl)-ethanol). Product: ClC=1C(=NC(=NC1)NC1=CC2=C(CCN(CC2)CCO)C=C1OC)N[C@H]1[C@H]([C@@H]2C=C[C@H]1C2)C(=O)N ((1S,2S,3R,4R)-3-{5-Chloro-2-[3-(2-hydroxy-ethyl)-8-methoxy-2,3,4,5-tetrahydro-1H-3-benzazepin-7-ylamino]-pyrimidin-4-ylamino}-bicyclo[2.2.1]hept-5-ene-2-carboxylic acid amide). Isolated yield 42.0%. As a reaction SMILES: Cl[C:2]1[N:7]=[C:6]([NH:8][C@@H:9]2[C@@H:14]3[CH2:15][C@@H:11]([CH:12]=[CH:13]3)[C@@H:10]2[C:16]([NH2:18])=[O:17])[C:5]([Cl:19])=[CH:4][N:3]=1.[NH2:20][C:21]1[C:34]([O:35][CH3:36])=[CH:33][C:24]2[CH2:25][CH2:26][N:27]([CH2:30][CH2:31][OH:32])[CH2:28][CH2:29][C:23]=2[CH:22]=1>>[Cl:19][C:5]1[C:6]([NH:8][C@@H:9]2[C@@H:14]3[CH2:15][C@@H:11]([CH:12]=[CH:13]3)[C@@H:10]2[C:16]([NH2:18])=[O:17])=[N:7][C:2]([NH:20][C:21]2[C:34]([O:35][CH3:36])=[CH:33][C:24]3[CH2:25][CH2:26][N:27]([CH2:30][CH2:31][OH:32])[CH2:28][CH2:29][C:23]=3[CH:22]=2)=[N:3][CH:4]=1. Reported procedure: In an analogous manner to Example 1503, the product was prepared from (1S,2S,3R,4R)-3-(2,5-Dichloro-pyrimidin-4-ylamino)-bicyclo[2.2.1]hept-5-ene-2-carboxylic acid amide and 2-(7-Amino-8-methoxy-1,2,4,5-tetrahydro-3-benzazepin-3-yl)-ethanol. Product was isolated as a white foam (35 mg, 42%). MS (ESI+): 499 (M+H), 1H-NMR (CDCl3, 400 MHz) δ 8.22 (s, 1H), 7.91 (s, 1H), 7.42 (s, 1H), 6.66 (s, 1H), 6.57 (s, 1H), 6.51 (s, 1H), 6.33 (s, 2H), 5.60 (s, 1H), 5.35 (s, 1H), 5.32 (s, 1H), 4.47 (t, J=8 Hz, 1H...